Dataset: the Open Reaction Database (ORD), a public repository of structured organic reaction records. Task: describe an organic reaction: reactants, conditions, products, and yield The reactants are N1(CCC2=CC=CC=C12)C1=CC(CCC1)=O (3-(2,3-dihydro-1H-indol-l-yl)-2-cyclohexen-1-one), cupric acetate. Reagents/catalysts: C(C)(=O)[O-].[Pd+2].C(C)(=O)[O-] (palladium (II) acetate). Solvent: CN(C=O)C (dimethylformamide). Product: C1=C2C=3C(CCCC3N3C2=C(C=C1)CC3)=O (4,5,8,9-Tetrahydropyrrolo[3,2,1-jk]carbazol-10(7H)-one). Isolated yield 14.5%. As a reaction SMILES: [N:1]1([C:10]2[CH2:15][CH2:14][CH2:13][C:12](=[O:16])[CH:11]=2)[C:9]2[C:4](=[CH:5][CH:6]=[CH:7][CH:8]=2)[CH2:3][CH2:2]1>CN(C)C=O.C([O-])(=O)C.[Pd+2].C([O-])(=O)C>[CH:7]1[CH:6]=[CH:5][C:4]2[CH2:3][CH2:2][N:1]3[C:9]=2[C:8]=1[C:11]1[C:12](=[O:16])[CH2:13][CH2:14][CH2:15][C:10]=13 |f:2.3.4|. Procedure: A mixture of 3-(2,3-dihydro-1H-indol-l-yl)-2-cyclohexen-1-one (2.515 g), cupric acetate (4.71 g) and palladium (II) acetate (0.20 g) in dry dimethylformamide (40 ml) was heated at 135° under nitrogen for 4 h. The solvent was then removed under reduced pressure and the residue was suspended in methanol and then filtered. The filtrate was evaporated under reduced pressure and the resultant residue was purified by FCC eluting with ethyl acetate to give the title compound (0.36 g) as a solid. A samp... The reactants are Oc1ccc(Cl)c(O)c1, O=C(O)Cc1ccc(O)cc1. Product: O=C(Cc1ccc(O)cc1)c1cc(Cl)c(O)cc1O. Reaction SMILES: [Cl:1][c:2]1[c:3]([OH:9])[cH:4][c:5]([OH:6])[cH:7][cH:8]1.[OH:10][C:11](=[O:12])[CH2:13][c:14]1[cH:15][cH:16][c:17]([OH:18])[cH:19][cH:20]1>>[Cl:1][c:2]1[c:3]([OH:9])[cH:4][c:5]([OH:6])[c:7]([C:11](=[O:10])[CH2:13][c:14]2[cH:15][cH:16][c:17]([OH:18])[cH:19][cH:20]2)[cH:8]1.